This data is from the Open Reaction Database (ORD), a public repository of structured organic reaction records. The task is: describe an organic reaction: reactants, conditions, products, and yield The reactants are Cc1ccccc1, OCCO, O=Cc1cccc(O)c1, Cc1ccc(S(=O)(=O)O)cc1. Yields the product Oc1cccc(C2OCCO2)c1. RXN SMILES: [CH3:25][c:26]1[cH:27][cH:28][cH:29][cH:30][cH:31]1.[OH:10][CH2:11][CH2:12][OH:13].[OH:1][c:2]1[cH:3][c:4]([CH:5]=[O:6])[cH:7][cH:8][cH:9]1.[c:14]1([CH3:15])[cH:16][cH:17][c:18]([S:19]([OH:20])(=[O:21])=[O:22])[cH:23][cH:24]1>>[OH:1][c:2]1[cH:3][c:4]([CH:5]2[O:6][CH2:12][CH2:11][O:10]2)[cH:7][cH:8][cH:9]1.